This data is from the Open Reaction Database (ORD), a public repository of structured organic reaction records. The task is: describe an organic reaction: reactants, conditions, products, and yield Starting materials: C1(CC1)COC1=CC=C(C=C1)C=1OC2=C(C=NC(=C2)OC[C@H](C)NC(OC(C)(C)C)=O)N1 (tert-butyl ((2S)-1-((2-(4-(cyclopropylmethoxy)phenyl)[1,3]oxazolo[4,5-c]pyridin-6-yl)oxy)propan-2-yl)carbamate), Cl.CO (hydrogen chloride methanol). Conditions: time 10 minute. The product is C1(CC1)COC1=CC=C(C=C1)C=1OC2=C(C=NC(=C2)OC[C@H](C)NC(C)=O)N1 (N-((2S)-1-((2-(4-(cyclopropylmethoxy)phenyl)[1,3]oxazolo[4,5-c]pyridin-6-yl)oxy)propan-2-yl)acetamide). RXN SMILES: [CH:1]1([CH2:4][O:5][C:6]2[CH:11]=[CH:10][C:9]([C:12]3[O:13][C:14]4[CH:19]=[C:18]([O:20][CH2:21][C@@H:22]([NH:24][C:25](=[O:31])OC(C)(C)C)[CH3:23])[N:17]=[CH:16][C:15]=4[N:32]=3)=[CH:8][CH:7]=2)[CH2:3][CH2:2]1.Cl.[CH3:34]O>>[CH:1]1([CH2:4][O:5][C:6]2[CH:11]=[CH:10][C:9]([C:12]3[O:13][C:14]4[CH:19]=[C:18]([O:20][CH2:21][C@@H:22]([NH:24][C:25](=[O:31])[CH3:34])[CH3:23])[N:17]=[CH:16][C:15]=4[N:32]=3)=[CH:8][CH:7]=2)[CH2:2][CH2:3]1 |f:1.2|. Reported procedure: To tert-butyl ((2S)-1-((2-(4-(cyclopropylmethoxy)phenyl)[1,3]oxazolo[4,5-c]pyridin-6-yl)oxy)propan-2-yl)carbamate (210 mg) was added 2 M hydrogen chloride/methanol (5 mL), and the mixture was stirred at room temperature for 10 min, and concentrated. To the residue were added pyridine (5 mL) and acetic anhydride (5 mL), and the mixture was stirred at room temperature for 15 min. The reaction mixture was concentrated under reduced pressure, and the residue was purified by silica gel column chromat... Starting materials: CC(=O)C (acetone), C(C1=CC=CC=C1)Br (benzyl bromide), BrC=1C(=CC(=C(C(=O)O)C1)O)O (5-bromo-2,4-dihydroxybenzoic acid), C([O-])([O-])=O.[K+].[K+] (potassium carbonate). The solvent is O (Water). Conditions: temperature 60 celsius, time 30 minute. Product: C(C1=CC=CC=C1)OC(C1=C(C=C(C(=C1)Br)OCC1=CC=CC=C1)OCC1=CC=CC=C1)=O (2,4-bis-benzyloxy-5-bromo-benzoic acid benzyl ester). As a reaction SMILES: [CH3:1][C:2]([CH3:4])=O.[Br:5][C:6]1[C:7]([OH:16])=[CH:8][C:9]([OH:15])=[C:10]([CH:14]=1)[C:11]([OH:13])=[O:12].C(=O)([O-])[O-].[K+].[K+].[CH2:23](Br)[C:24]1[CH:29]=[CH:28][CH:27]=[CH:26][CH:25]=1>O>[CH2:1]([O:12][C:11](=[O:13])[C:10]1[CH:14]=[C:6]([Br:5])[C:7]([O:16][CH2:23][C:24]2[CH:29]=[CH:28][CH:27]=[CH:26][CH:25]=2)=[CH:8][C:9]=1[O:15][CH2:23][C:24]1[CH:29]=[CH:28][CH:27]=[CH:26][CH:25]=1)[C:2]1[CH:4]=[CH:10][CH:14]=[CH:6][CH:7]=1 |f:2.3.4|. Procedure details: To a 10 L jacketed vessel, fitted with a flange lid containing stirrer, thermometer and dropping funnel, was charged acetone (2.5 L) followed by 5-bromo-2,4-dihydroxybenzoic acid (100 g, 0.43 mol) and potassium carbonate (356 g, 2.58 mol). To the stirring mixture at ambient was added benzyl bromide (185 mL, 1.55 mol) at a rate of ˜20 ml/min. The mixture was heated at 60° C. for 18 h and then taken to 45° C. Water (1.5 L) was added and the mixture stirred for 30 min. The mixture was extracted wit...